From a dataset of the Open Reaction Database (ORD), a public repository of structured organic reaction records. describe an organic reaction: reactants, conditions, products, and yield Starting materials: C=CCC1(c2ccc(F)cc2)CCN(C(C)c2ccc(-c3ccc(F)cc3F)cc2)C(=O)O1, CCOC(C)=O, O=[Os](=O)(=O)=O. Product: CC(c1ccc(-c2ccc(F)cc2F)cc1)N1CCC(CCO)(c2ccc(F)cc2)OC1=O. RXN SMILES: [CH2:1]([CH:2]=[CH2:3])[C:4]1([c:27]2[cH:28][cH:29][c:30]([F:33])[cH:31][cH:32]2)[CH2:5][CH2:6][N:7]([CH:11]([CH3:12])[c:13]2[cH:14][cH:15][c:16](-[c:19]3[c:20]([F:26])[cH:21][c:22]([F:25])[cH:23][cH:24]3)[cH:17][cH:18]2)[C:8](=[O:10])[O:9]1.[CH3:34][CH2:35][O:36][C:37]([CH3:38])=[O:39].[O:40]=[Os:41](=[O:42])(=[O:43])=[O:44]>>[CH2:1]([CH2:2][OH:36])[C:4]1([c:27]2[cH:28][cH:29][c:30]([F:33])[cH:31][cH:32]2)[CH2:5][CH2:6][N:7]([CH:11]([CH3:12])[c:13]2[cH:14][cH:15][c:16](-[c:19]3[c:20]([F:26])[cH:21][c:22]([F:25])[cH:23][cH:24]3)[cH:17][cH:18]2)[C:8](=[O:10])[O:9]1. The reactants are [N+](=O)([O-])C1=C(C#N)C=CC(=C1)[N+](=O)[O-] (2,4-Dinitro-benzonitrile), C(CS)(=O)OCC (ethyl thioglycolate), C(=O)([O-])[O-].[K+].[K+] (K2CO3). Run in C(C)O (ethanol). Yields the product NC1=C(SC2=C1C=CC(=C2)[N+](=O)[O-])C(=O)OC (3-Amino-2-carbomethoxy-6-nitro-benzthiophene). Isolated yield 46.0%. RXN SMILES: [N+]([C:4]1[CH:11]=[C:10]([N+:12]([O-:14])=[O:13])[CH:9]=[CH:8][C:5]=1[C:6]#[N:7])([O-])=O.[C:15]([O:19][CH2:20]C)(=[O:18])[CH2:16][SH:17].C([O-])([O-])=O.[K+].[K+]>C(O)C>[NH2:7][C:6]1[C:5]2[CH:8]=[CH:9][C:10]([N+:12]([O-:14])=[O:13])=[CH:11][C:4]=2[S:17][C:16]=1[C:15]([O:19][CH3:20])=[O:18] |f:2.3.4|. Procedure details: The product from Example 47B (3.73 g, 19.3 mmol) was treated with 1 equivalent ethyl thioglycolate and 1 equivalent K2CO3 in ethanol by the procedure described in Example 41A to yield the title compound (2.35 g, 46%). m.p. 169°-170° C. 1H NMR (300 MHz, DMSO) δ8.90 (d, 1H), 8.37 (d, 1H), 8.20 (dd, 1H), 7.29 (br s, 2H), 4.31 (q, 2H), 1.31 (t, 3H). MS (DCI/NH3) m/e 284 (M+NH4)+. Reactants: N(CC)CC (Et2NH), [Li]CCCC.CCCCCCC (n-BuLi heptane), C[C@@H](CC[C@H](C)O)O ((2S,5S)-2,5-hexanediol), PC1=C(C2=C(S1)C=CC=C2)P (2,3-bisphosphinobenzo[b]thiophene), solution, [Li]N(CC)CC (LiNEt2), solution, [Li]N(CC)CC (LiNEt2), solution, [Li]N(CC)CC (LiNEt2), cyclic sulfate. The solvent is C1CCOC1 (THF), C1CCOC1 (THF), C1CCOC1 (THF), C1CCOC1 (THF), C1CCOC1 (THF), C(C)OCC (diethyl ether), O (water). Reaction conditions: time 2 hour. The product is C[C@H]1P([C@@H](CC1)C)C1=C(C2=C(S1)C=CC=C2)P2[C@@H](CC[C@H]2C)C (2,3-bis[(2R,5R)-2,5-dimethyl-phospholan-1-yl)-benzo[b]thiophene). Yield: 53.0%. Reaction SMILES: [PH2:1][C:2]1[S:6][C:5]2[CH:7]=[CH:8][CH:9]=[CH:10][C:4]=2[C:3]=1[PH2:11].[Li]N(CC)CC.N(CC)CC.[Li]CCCC.C[CH2:29][CH2:30][CH2:31][CH2:32][CH2:33][CH3:34].[CH3:35][C@H:36](O)[CH2:37][CH2:38][C@@H:39](O)[CH3:40]>C1COCC1.C(OCC)C.O>[CH3:40][C@@H:39]1[CH2:38][CH2:37][C@@H:36]([CH3:35])[P:1]1[C:2]1[S:6][C:5]2[CH:7]=[CH:8][CH:9]=[CH:10][C:4]=2[C:3]=1[P:11]1[C@H:33]([CH3:34])[CH2:32][CH2:31][C@H:30]1[CH3:29] |f:3.4|. Procedure: Under argon, a degassed solution of 1.98 g (10 mmol) 2,3-bisphosphinobenzo[b]thiophene in 30 ml THF is treated with 5.5 ml (11 mmol) of a 2N solution of LiNEt2 (freshly prepared from Et2NH and 2.7 M n-BuLi/heptane) in THF. The resulting red solution is added to a degassed solution of the cyclic sulfate derived from (2S,5S)-2,5-hexanediol (3.6 g, 20 mmol) in 40 ml THF at 0° C. The mixture is stirred for 2 h during which time decolorization can be observed. Further 5.5 ml (11 mmol) of a 2N solutio... The product is O=Cc1ccc(F)c(Br)c1F. Starting materials: Fc1cccc(F)c1Br, [Li]CCCC, C1CCOC1, CCCCCC, CC1(C)CCCC(C)(C)N1, [Cl-], [NH4+], CN(C)C=O. Reaction SMILES: [Br:22][c:23]1[c:24]([F:30])[cH:25][cH:26][cH:27][c:28]1[F:29].[CH2:11]([Li:12])[CH2:13][CH2:14][CH3:15].[CH2:33]1[CH2:35][CH2:34][CH2:36][O:37]1.[CH3:16][CH2:17][CH2:18][CH2:19][CH2:20][CH3:21].[CH3:1][C:2]1([CH3:3])[CH2:4][CH2:5][CH2:6][C:7]([CH3:8])([CH3:9])[NH:10]1.[Cl-:31].[NH4+:32].[O:38]=[CH:39][N:40]([CH3:41])[CH3:42]>>[Br:22][c:23]1[c:24]([F:30])[cH:25][cH:26][c:27]([CH:36]=[O:37])[c:28]1[F:29]. Starting materials: CC(C)(C)OC(=O)N(CCCl)CCCl, Nc1cccc2c1OC(F)(F)O2, [H-], [Na+], CN(C)C=O. Product: CC(C)(C)OC(=O)N1CCN(c2cccc3c2OC(F)(F)O3)CC1. RXN SMILES: [C:13]([CH3:14])([CH3:15])([CH3:16])[O:17][C:18]([N:19]([CH2:20][CH2:21][Cl:25])[CH2:23][CH2:24][Cl:22])=[O:26].[F:1][C:2]1([F:12])[O:3][c:4]2[c:5]([cH:7][cH:8][cH:9][c:10]2[NH2:11])[O:6]1.[H-:28].[Na+:27].[O:29]=[CH:30][N:31]([CH3:32])[CH3:33]>>[F:1][C:2]1([F:12])[O:3][c:4]2[c:5]([cH:7][cH:8][cH:9][c:10]2[N:11]2[CH2:21][CH2:20][N:19]([C:18]([O:17][C:13]([CH3:14])([CH3:15])[CH3:16])=[O:26])[CH2:23][CH2:24]2)[O:6]1.